This data is from the Open Reaction Database (ORD), a public repository of structured organic reaction records. The task is: describe an organic reaction: reactants, conditions, products, and yield Reactants: OC1CCN(Cc2ccccc2)CC1, CC#N, O=C=Nc1ccccc1-c1ccccc1. Product: O=C(Nc1ccccc1-c1ccccc1)OC1CCN(Cc2ccccc2)CC1. As a reaction SMILES: [CH2:16]([c:17]1[cH:18][cH:19][cH:20][cH:21][cH:22]1)[N:23]1[CH2:24][CH2:25][CH:26]([OH:29])[CH2:27][CH2:28]1.[CH3:30][C:31]#[N:32].[c:1]1(-[c:10]2[cH:11][cH:12][cH:13][cH:14][cH:15]2)[c:2]([N:7]=[C:8]=[O:9])[cH:3][cH:4][cH:5][cH:6]1>>[c:1]1(-[c:10]2[cH:11][cH:12][cH:13][cH:14][cH:15]2)[c:2]([NH:7][C:8](=[O:9])[O:29][CH:26]2[CH2:25][CH2:24][N:23]([CH2:16][c:17]3[cH:18][cH:19][cH:20][cH:21][cH:22]3)[CH2:28][CH2:27]2)[cH:3][cH:4][cH:5][cH:6]1. The product is CC(C)(C)OC(=O)CC(CCCC1CCCCC1)c1nc(CO)no1. As a reaction SMILES: [BH4-:29].[C:1]([CH3:2])([CH3:3])([CH3:4])[O:5][C:6]([CH2:7][CH:8]([CH2:9][CH2:10][CH2:11][CH:12]1[CH2:13][CH2:14][CH2:15][CH2:16][CH2:17]1)[c:18]1[n:19][c:20]([C:23](=[O:24])[O:25][CH2:26][CH3:27])[n:21][o:22]1)=[O:28].[CH3:44][CH2:45][OH:46].[Na+:30].[OH:31][C:32]([CH2:33][C:34]([C:35](=[O:36])[OH:37])([CH2:38][C:39](=[O:40])[OH:41])[OH:42])=[O:43]>>[C:1]([CH3:2])([CH3:3])([CH3:4])[O:5][C:6]([CH2:7][CH:8]([CH2:9][CH2:10][CH2:11][CH:12]1[CH2:13][CH2:14][CH2:15][CH2:16][CH2:17]1)[c:18]1[n:19][c:20]([CH2:23][OH:24])[n:21][o:22]1)=[O:28]. Reactants: [BH4-], CCOC(=O)c1noc(C(CCCC2CCCCC2)CC(=O)OC(C)(C)C)n1, CCO, [Na+], O=C(O)CC(O)(CC(=O)O)C(=O)O. Starting materials: solid, Cl.Cl.Cl.CC1=CC2=C(C(=N1)N1CCN(CC1)CC[C@@H]1CC[C@H](CC1)N)C=CO2 (trans-4-{2-[4-(6-methyl-furo[3,2-c]pyridin-4-yl)-piperazin-1-yl]-ethyl}-cyclohexylamine trihydrochloride), Cl.Cl.Cl.CC1=CC2=C(C(=N1)N1CCN(CC1)CC[C@@H]1CC[C@H](CC1)N)C=CO2 (trans-4-{2-[4-(6-methyl-furo[3,2-c]pyridin-4-yl)-piperazin-1-yl]-ethyl}-cyclohexylamine trihydrochloride), COCCC(=O)O (3-methoxypropionic acid). Product: COCCC(=O)N[C@@H]1CC[C@H](CC1)CCN1CCN(CC1)C1=NC(=CC2=C1C=CO2)C (trans-3-Methoxy-N-(4-{2-[4-(6-methyl-furo[3,2-c]pyridin-4-yl)-piperazin-1-yl]-ethyl}-cyclohexyl)-propionamide). As a reaction SMILES: Cl.Cl.Cl.[CH3:4][C:5]1[N:10]=[C:9]([N:11]2[CH2:16][CH2:15][N:14]([CH2:17][CH2:18][C@H:19]3[CH2:24][CH2:23][C@H:22]([NH2:25])[CH2:21][CH2:20]3)[CH2:13][CH2:12]2)[C:8]2[CH:26]=[CH:27][O:28][C:7]=2[CH:6]=1.[CH3:29][O:30][CH2:31][CH2:32][C:33](O)=[O:34]>>[CH3:29][O:30][CH2:31][CH2:32][C:33]([NH:25][C@H:22]1[CH2:21][CH2:20][C@H:19]([CH2:18][CH2:17][N:14]2[CH2:13][CH2:12][N:11]([C:9]3[C:8]4[CH:26]=[CH:27][O:28][C:7]=4[CH:6]=[C:5]([CH3:4])[N:10]=3)[CH2:16][CH2:15]2)[CH2:24][CH2:23]1)=[O:34] |f:0.1.2.3|. Reported procedure: The title compound, white solid (100 mg, 78%), MS (ISP) m/z=429.4 [(M+H)+], mp 158° C., was prepared in accordance with the general method of example 32 from trans-4-{2-[4-(6-methyl-furo[3,2-c]pyridin-4-yl)-piperazin-1-yl]-ethyl}-cyclohexylamine trihydrochloride (intermediate D) (136 mg, 0.3 mmol) and 3-methoxypropionic acid. Starting materials: Cc1ccc(Cn2ccc3cc(Br)ccc32)cc1, O=C([O-])[O-], ClCCl, [K+], [K+], C1COCCO1, O, O, OB(O)c1ccccc1. Product: Cc1ccc(Cn2ccc3cc(-c4ccccc4)ccc32)cc1. As a reaction SMILES: [Br:1][c:2]1[cH:3][c:4]2[cH:5][cH:6][n:7]([CH2:11][c:12]3[cH:13][cH:14][c:15]([CH3:18])[cH:16][cH:17]3)[c:8]2[cH:9][cH:10]1.[C:28](=[O:29])([O-:30])[O-:31].[CH2:34]([Cl:35])[Cl:36].[K+:32].[K+:33].[O:38]1[CH2:39][CH2:40][O:41][CH2:42][CH2:43]1.[OH2:37].[OH2:44].[c:19]1([B:25]([OH:26])[OH:27])[cH:20][cH:21][cH:22][cH:23][cH:24]1>>[c:2]1(-[c:19]2[cH:20][cH:21][cH:22][cH:23][cH:24]2)[cH:3][c:4]2[cH:5][cH:6][n:7]([CH2:11][c:12]3[cH:13][cH:14][c:15]([CH3:18])[cH:16][cH:17]3)[c:8]2[cH:9][cH:10]1. Starting materials: CC(C)=CCBr, CN(C)C=O, [Na+], [OH-], O, Oc1ccccc1. The product is CC(C)=CCOc1ccccc1. As a reaction SMILES: [Br:11][CH2:12][CH:13]=[C:14]([CH3:15])[CH3:16].[CH3:17][N:18]([CH3:19])[CH:20]=[O:21].[Na+:9].[OH-:8].[OH2:10].[OH:1][c:2]1[cH:3][cH:4][cH:5][cH:6][cH:7]1>>[O:1]([c:2]1[cH:3][cH:4][cH:5][cH:6][cH:7]1)[CH2:12][CH:13]=[C:14]([CH3:15])[CH3:16]. The reactants are Cc1cc(N2CCC(N3CCCC3C)C2)ccc1N, Cc1nc2ccc(F)cc2cc1C(=O)O. Product: Cc1cc(N2CCC(N3CCCC3C)C2)ccc1NC(=O)c1cc2cc(F)ccc2nc1C. As a reaction SMILES: [CH3:1][c:2]1[c:3]([NH2:19])[cH:4][cH:5][c:6]([N:8]2[CH2:9][CH:10]([N:13]3[CH:14]([CH3:18])[CH2:15][CH2:16][CH2:17]3)[CH2:11][CH2:12]2)[cH:7]1.[F:20][c:21]1[cH:22][c:23]2[cH:24][c:25]([C:32](=[O:33])[OH:34])[c:26]([CH3:31])[n:27][c:28]2[cH:29][cH:30]1>>[CH3:1][c:2]1[c:3]([NH:19][C:32]([c:25]2[cH:24][c:23]3[cH:22][c:21]([F:20])[cH:30][cH:29][c:28]3[n:27][c:26]2[CH3:31])=[O:33])[cH:4][cH:5][c:6]([N:8]2[CH2:9][CH:10]([N:13]3[CH:14]([CH3:18])[CH2:15][CH2:16][CH2:17]3)[CH2:11][CH2:12]2)[cH:7]1.